From a dataset of the Open Reaction Database (ORD), a public repository of structured organic reaction records. describe an organic reaction: reactants, conditions, products, and yield Starting materials: ClC=1OC2=C(N1)C=CC=C2 (2-chlorobenzoxazole), FC1=C(N)C=C(C=C1)C(F)(F)F (2-fluoro-5-(trifluoromethyl)aniline). The solvent is O1CCCC1 (tetrahydrofuran), O1CCCC1 (tetrahydrofuran). Conditions: time 16 hour. The product is FC1=C(NC=2OC3=C(N2)C=CC=C3)C=C(C=C1)C(F)(F)F (2-[2-fluoro-5-(trifluoromethyl)anilino]benzoxazole). As a reaction SMILES: Cl[C:2]1[O:3][C:4]2[CH:10]=[CH:9][CH:8]=[CH:7][C:5]=2[N:6]=1.[F:11][C:12]1[CH:18]=[CH:17][C:16]([C:19]([F:22])([F:21])[F:20])=[CH:15][C:13]=1[NH2:14]>O1CCCC1>[F:11][C:12]1[CH:18]=[CH:17][C:16]([C:19]([F:20])([F:21])[F:22])=[CH:15][C:13]=1[NH:14][C:2]1[O:3][C:4]2[CH:10]=[CH:9][CH:8]=[CH:7][C:5]=2[N:6]=1. Procedure: A solution of 2-chlorobenzoxazole (15.4 g., 0.1 mole) in 150 ml. of tetrahydrofuran was added dropwise to a solution of 2-fluoro-5-(trifluoromethyl)aniline in 200 ml. of refluxing tetrahydrofuran. Reflux of the reaction mixture was continued on a steam bath for 16 hours. The tetrahydrofuran solvent was then removed by distillation under vacuum. The oily residue was solidified by addition of approximately 100 ml. of water. The solid material was separated by filtration and was recrystallized from... Starting materials: C(=O)C1=CC=C(O1)C1=C(C(=NC(=C1)C1=CC=CC=C1)C)C(NCCN1CCOCC1)=O (4-(5-formyl-2-furyl)-2-methyl-3-(2-morpholinoethylcarbamoyl)-6-phenylpyridine), Cl.NO (hydroxylamine hydrochloride), Cl (hydrochloric acid), C([O-])([O-])=O.[K+].[K+] (potassium carbonate), C(C)(=O)OC(C)=O (acetic anhydride). The solvent is CN(C=O)C (N,N-dimethylformamide), N1=CC=CC=C1 (pyridine), C(C)(=O)OCC (ethyl acetate), O (water). Run at time 2.5 hour. The product is C(#N)C1=CC=C(O1)C1=C(C(=NC(=C1)C1=CC=CC=C1)C)C(NCCN1CCOCC1)=O (4 -(5-cyano-2-furyl)-2-methyl-3-(2-morpholinoethylcarbamoyl)-6-phenylpyridine). The yield is 55.4%. As a reaction SMILES: [CH:1]([C:3]1[O:7][C:6]([C:8]2[CH:13]=[C:12]([C:14]3[CH:19]=[CH:18][CH:17]=[CH:16][CH:15]=3)[N:11]=[C:10]([CH3:20])[C:9]=2[C:21](=[O:31])[NH:22][CH2:23][CH2:24][N:25]2[CH2:30][CH2:29][O:28][CH2:27][CH2:26]2)=[CH:5][CH:4]=1)=O.Cl.[NH2:33]O.C(OC(=O)C)(=O)C.Cl.C(=O)([O-])[O-].[K+].[K+]>CN(C)C=O.N1C=CC=CC=1.C(OCC)(=O)C.O>[C:1]([C:3]1[O:7][C:6]([C:8]2[CH:13]=[C:12]([C:14]3[CH:19]=[CH:18][CH:17]=[CH:16][CH:15]=3)[N:11]=[C:10]([CH3:20])[C:9]=2[C:21](=[O:31])[NH:22][CH2:23][CH2:24][N:25]2[CH2:30][CH2:29][O:28][CH2:27][CH2:26]2)=[CH:5][CH:4]=1)#[N:33] |f:1.2,5.6.7|. Procedure: A solution of 4-(5-formyl-2-furyl)-2-methyl-3-(2-morpholinoethylcarbamoyl)-6-phenylpyridine (1.2 g) and hydroxylamine hydrochloride (0.26 g) in a mixture of N,N-dimethylformamide (5 ml) and pyridine (4 ml) was stirred at ambient temperature for 2.5 hours. To the reaction mixture was added acetic anhydride (5 ml) and the resulting solution was stirred at 80° C. for 1 hour. The mixture was poured into a mixture of water and ethyl acetate and adjusted to pH 1.0 with 10% hydrochloric acid. The separ... The reactants are COCCN(CCOC)C(=O)CN1CCNCC1, CCOc1ccc(C(C)(C)C#N)cc1C1=NC(c2ccc(Cl)cc2)C(c2ccc(Cl)cc2)N1C(=O)Cl. Yields the product CCOc1ccc(C(C)(C)C#N)cc1C1=NC(c2ccc(Cl)cc2)C(c2ccc(Cl)cc2)N1C(=O)N1CCN(CC(=O)N(CCOC)CCOC)CC1. RXN SMILES: [CH3:37][O:38][CH2:39][CH2:40][N:41]([C:42]([CH2:43][N:44]1[CH2:45][CH2:46][NH:47][CH2:48][CH2:49]1)=[O:50])[CH2:51][CH2:52][O:53][CH3:54].[Cl:1][c:2]1[cH:3][cH:4][c:5]([CH:8]2[N:9]=[C:10]([c:23]3[c:24]([O:34][CH2:35][CH3:36])[cH:25][cH:26][c:27]([C:29]([CH3:30])([CH3:31])[C:32]#[N:33])[cH:28]3)[N:11]([C:20](=[O:21])[Cl:22])[CH:12]2[c:13]2[cH:14][cH:15][c:16]([Cl:19])[cH:17][cH:18]2)[cH:6][cH:7]1>>[Cl:1][c:2]1[cH:3][cH:4][c:5]([CH:8]2[N:9]=[C:10]([c:23]3[c:24]([O:34][CH2:35][CH3:36])[cH:25][cH:26][c:27]([C:29]([CH3:30])([CH3:31])[C:32]#[N:33])[cH:28]3)[N:11]([C:20](=[O:21])[N:47]3[CH2:46][CH2:45][N:44]([CH2:43][C:42]([N:41]([CH2:40][CH2:39][O:38][CH3:37])[CH2:51][CH2:52][O:53][CH3:54])=[O:50])[CH2:49][CH2:48]3)[CH:12]2[c:13]2[cH:14][cH:15][c:16]([Cl:19])[cH:17][cH:18]2)[cH:6][cH:7]1. The reactants are COC(=O)C1CN(Cc2ccccc2)CC1C, CO, Cl, [Li+], O=C([O-])C(F)(F)F, [OH-]. The product is CC1CN(Cc2ccccc2)CC1C(=O)O. Reaction SMILES: [CH2:1]([c:2]1[cH:3][cH:4][cH:5][cH:6][cH:7]1)[N:8]1[CH2:9][CH:10]([C:14](=[O:15])[O:16][CH3:17])[CH:11]([CH3:13])[CH2:12]1.[CH3:28][OH:29].[ClH:27].[Li+:25].[O-:18][C:19]([C:20]([F:21])([F:22])[F:23])=[O:24].[OH-:26]>>[CH2:1]([c:2]1[cH:3][cH:4][cH:5][cH:6][cH:7]1)[N:8]1[CH2:9][CH:10]([C:14](=[O:15])[OH:16])[CH:11]([CH3:13])[CH2:12]1. The reactants are C(C)(C)(C)[Mg]Cl (tert-butyl magnesium chloride), resultant solution, C(C)(C)(C)[Mg]Cl (tert-butyl magnesium chloride), O.Cl (hydrochloric acid water), resultant solution, FC1=C(C(=C(C(=C1C1=C(C(=C(C(=C1F)F)CS(=O)(=O)C(F)(F)F)F)F)F)F)F)F ({4-(pentafluorophenyl)-2,3,5,6-tetrafluorophenyl}(triflyl)methane), FC(S(=O)OS(=O)C(F)(F)F)(F)F (trifluoromethane sulfinic acid anhydride), FC(S(=O)(=O)OS(=O)(=O)C(F)(F)F)(F)F (trifluoromethanesulfonic acid anhydride). The solvent is C(C)OCC (diethylether), O (water). Run at temperature -78 celsius, time 0.5 hour. Yields the product FC1=C(C(=C(C(=C1C1=C(C(=C(C(=C1F)F)C(S(=O)(=O)C(F)(F)F)S(=O)(=O)C(F)(F)F)F)F)F)F)F)F ({4-(pentafluorophenyl)-2,3,5,6-tetrafluorophenyl}bis(triflyl)methane). Yield: 94.0%. As a reaction SMILES: C([Mg]Cl)(C)(C)C.[F:7][C:8]1[C:13]([C:14]2[C:19]([F:20])=[C:18]([F:21])[C:17]([CH2:22][S:23]([C:26]([F:29])([F:28])[F:27])(=[O:25])=[O:24])=[C:16]([F:30])[C:15]=2[F:31])=[C:12]([F:32])[C:11]([F:33])=[C:10]([F:34])[C:9]=1[F:35].[F:36][C:37]([F:48])([F:47])[S:38]([O:40]S(C(F)(F)F)=O)=[O:39].FC(F)(F)S(OS(C(F)(F)F)(=O)=O)(=O)=O.O.Cl>O.C(OCC)C>[F:32][C:12]1[C:13]([C:14]2[C:15]([F:31])=[C:16]([F:30])[C:17]([CH:22]([S:38]([C:37]([F:48])([F:47])[F:36])(=[O:40])=[O:39])[S:23]([C:26]([F:27])([F:28])[F:29])(=[O:25])=[O:24])=[C:18]([F:21])[C:19]=2[F:20])=[C:8]([F:7])[C:9]([F:35])=[C:10]([F:34])[C:11]=1[F:33] |f:4.5|. Procedure details: A tert-butyl magnesium chloride (5 mL, 10 mmol, 2.0 M diethylether solution) was added to a diethylether (120 mL) solution dissolved with {4-(pentafluorophenyl)-2,3,5,6-tetrafluorophenyl}(triflyl)methane (4.6 g, 10 mmol), at −78° C. under argon atmosphere. After the reaction solution was stirred for 0.5 hour at −78° C., it was further stirred for 0.5 hour at 0° C. Then, the solution was cooled again to −78° C., trifluoromethane sulfinic acid anhydride (0.84 mL, 5 mmol) was added, and the resulta... Reactants: C(CCCCCCC)OC1=CC=C(C=C1)O (p-octyloxyphenol), C(C)(=O)OC1=CC=C(C(=O)Cl)C=C1 (p-acetoxybenzoic acid chloride), O (Water). Run in N1=CC=CC=C1 (pyridine), C(Cl)(Cl)Cl (chloroform). Reaction conditions: time 3 hour. The product is C(C)(=O)OC1=CC=C(C(=O)OC2=CC=C(C=C2)OCCCCCCCC)C=C1 (4-octyloxyphenyl 4-acetoxybenzoate). As a reaction SMILES: [CH2:1]([O:9][C:10]1[CH:15]=[CH:14][C:13]([OH:16])=[CH:12][CH:11]=1)[CH2:2][CH2:3][CH2:4][CH2:5][CH2:6][CH2:7][CH3:8].[C:17]([O:20][C:21]1[CH:29]=[CH:28][C:24]([C:25](Cl)=[O:26])=[CH:23][CH:22]=1)(=[O:19])[CH3:18].O>N1C=CC=CC=1.C(Cl)(Cl)Cl>[C:17]([O:20][C:21]1[CH:29]=[CH:28][C:24]([C:25]([O:16][C:13]2[CH:14]=[CH:15][C:10]([O:9][CH2:1][CH2:2][CH2:3][CH2:4][CH2:5][CH2:6][CH2:7][CH3:8])=[CH:11][CH:12]=2)=[O:26])=[CH:23][CH:22]=1)(=[O:19])[CH3:18]. Reported procedure: In pyridine was dissolved 2 g of p-octyloxyphenol, and a solution of p-acetoxybenzoic acid chloride in chloroform was added dropwise to the thus-obtained solution and the mixture was stirred at room temperature for 3 hours. Water was added to the thus-obtained solution and the mixture was extracted with chloroform, and the extract was washed with a 0.5N aqueous solution of hydrochloric acid, a saturated aqueous solution of sodium chloride, a saturated aqueous solution of NaHCO3 and a saturated a... Reactants: CC(C)(C)OC(=O)NC(CC1CCCCC1)C(=O)O, CO. The product is COC(=O)C(CC1CCCCC1)NC(=O)OC(C)(C)C. Reaction SMILES: [C:1]([CH3:2])([CH3:3])([CH3:4])[O:5][C:6](=[O:7])[NH:8][CH:9]([CH2:10][CH:11]1[CH2:12][CH2:13][CH2:14][CH2:15][CH2:16]1)[C:17](=[O:18])[OH:19].[CH3:20][OH:21]>>[C:1]([CH3:2])([CH3:3])([CH3:4])[O:5][C:6](=[O:7])[NH:8][CH:9]([CH2:10][CH:11]1[CH2:12][CH2:13][CH2:14][CH2:15][CH2:16]1)[C:17]([O:18][CH3:20])=[O:19].